Dataset: the Open Reaction Database (ORD), a public repository of structured organic reaction records. Task: describe an organic reaction: reactants, conditions, products, and yield Reactants: C(C)OC1=NC(=CC=C1OC)I (2-Ethoxy-6-iodo-3-methoxypyridine), [Cu](C#N)C#N (copper cyanide). The solvent is CN(C)C=O (DMF). Reaction conditions: temperature 150 celsius. The product is C(C)OC1=C(C=CC(=N1)C#N)OC (6-Ethoxy-5-methoxypyridine-2-carbonitrile). Reaction SMILES: [CH2:1]([O:3][C:4]1[C:9]([O:10][CH3:11])=[CH:8][CH:7]=[C:6](I)[N:5]=1)[CH3:2].[Cu](C#N)[C:14]#[N:15]>CN(C=O)C>[CH2:1]([O:3][C:4]1[N:5]=[C:6]([C:14]#[N:15])[CH:7]=[CH:8][C:9]=1[O:10][CH3:11])[CH3:2]. Reported procedure: To a solution of 2-ethoxy-6-iodo-3-methoxypyridine (16-2, 100 mg, 0.36 mmol, 1 equiv) in DMF (675 uL) was added copper cyanide (39 mg, 0.43, mmol, 1.2 equiv). The reaction mixture was heated in a microwave reactor at 150° C. for 20 minutes, and then was partitioned between DCM (50mL) and water (50 mL). The aqueous layer was extracted with DCM (3×25 mL), and the organic phase was dried over Mg2SO4, concentrated and purified by normal phase column chromatography (20-50% EtOAc in hexanes) to yield ...